From a dataset of the Open Reaction Database (ORD), a public repository of structured organic reaction records. describe an organic reaction: reactants, conditions, products, and yield Reactants: tert-butyl 3-cyclopropyl-3-oxopropionate magnesium enolate, C1(=CC=CC=C1)C (toluene), BrC1=C(C(=C(C(=O)Cl)C=C1)N(S(=O)(=O)C)C)OCC (4-bromo-3-ethoxy-2-(N-methyl-N-methylsulphonylamino)benzoyl chloride), C1(=CC=CC=C1)C (toluene), FC(C(=O)O)(F)F (Trifluoroacetic acid). Reaction conditions: temperature 65 celsius, time 2 day. Product: BrC1=C(C(=C(C=C1)C(CC(=O)C1CC1)=O)N(S(=O)(=O)C)C)OCC (1-[4-bromo-3-ethoxy-2-(N-methyl-N-methylsulphonylamino)phenyl]-3-cyclopropylpropane-1,3-dione). Reaction SMILES: [Br:1][C:2]1[CH:10]=[CH:9][C:5]([C:6](Cl)=[O:7])=[C:4]([N:11]([CH3:16])[S:12]([CH3:15])(=[O:14])=[O:13])[C:3]=1[O:17][CH2:18][CH3:19].FC(F)(F)C(O)=[O:23].[C:27]1([CH3:33])[CH:32]=[CH:31][CH:30]=CC=1>>[Br:1][C:2]1[CH:10]=[CH:9][C:5]([C:6](=[O:7])[CH2:33][C:27]([CH:32]2[CH2:31][CH2:30]2)=[O:23])=[C:4]([N:11]([CH3:16])[S:12]([CH3:15])(=[O:14])=[O:13])[C:3]=1[O:17][CH2:18][CH3:19]. Reported procedure: A suspension of 4-bromo-3-ethoxy-2-(N-methyl-N-methylsulphonylamino)benzoyl chloride (2.45 g) in toluene (35 ml) was added to a solution of tert-butyl 3-cyclopropyl-3-oxopropionate magnesium enolate (1.3 g) in toluene (15 ml) and stirred for 2 days. Trifluoroacetic acid (1.1 ml) was added and the mixture was warmed at 65° C. for 1.5 hours, then cooled, washed with water, the organic extract dried (anhydrous magnesium sulphate) and the solvent evaporated. Purification by chromatography gave 1-[4-... Starting materials: CCOC(C)=O, COC(=O)c1ccc([N+](=O)[O-])c(OC)c1. Product: COC(=O)c1ccc(N)c(OC)c1. RXN SMILES: [CH3:16][CH2:17][O:18][C:19](=[O:20])[CH3:21].[CH3:1][O:2][C:3]([c:4]1[cH:5][c:6]([O:13][CH3:14])[c:7]([N+:10]([O-:11])=[O:12])[cH:8][cH:9]1)=[O:15]>>[CH3:1][O:2][C:3]([c:4]1[cH:5][c:6]([O:13][CH3:14])[c:7]([NH2:10])[cH:8][cH:9]1)=[O:15]. The reactants are O=C(Cl)Cc1ccc(Br)cc1, ClCCl, O=S1(=O)CCNCC1. The product is O=C(Cc1ccc(Br)cc1)N1CCS(=O)(=O)CC1. RXN SMILES: [Br:1][c:2]1[cH:3][cH:4][c:5]([CH2:8][C:9](=[O:10])[Cl:11])[cH:6][cH:7]1.[Cl:20][CH2:21][Cl:22].[S:12]1(=[O:18])(=[O:19])[CH2:13][CH2:14][NH:15][CH2:16][CH2:17]1>>[Br:1][c:2]1[cH:3][cH:4][c:5]([CH2:8][C:9](=[O:10])[N:15]2[CH2:14][CH2:13][S:12](=[O:18])(=[O:19])[CH2:17][CH2:16]2)[cH:6][cH:7]1.